From a dataset of the Open Reaction Database (ORD), a public repository of structured organic reaction records. describe an organic reaction: reactants, conditions, products, and yield The reactants are O=C([O-])[O-], C=CCBr, CC(C)=O, [K+], [K+], CC(C)(C)OC(=O)N1CCC(c2ccc(O)cc2)C(O)C1. Yields the product C=CCOc1ccc(C2CCN(C(=O)OC(C)(C)C)CC2O)cc1. As a reaction SMILES: [C:26](=[O:27])([O-:28])[O-:29].[CH2:22]([CH:23]=[CH2:24])[Br:25].[CH3:32][C:33](=[O:34])[CH3:35].[K+:30].[K+:31].[OH:1][CH:2]1[CH2:3][N:4]([C:15](=[O:16])[O:17][C:18]([CH3:19])([CH3:20])[CH3:21])[CH2:5][CH2:6][CH:7]1[c:8]1[cH:9][cH:10][c:11]([OH:14])[cH:12][cH:13]1>>[OH:1][CH:2]1[CH2:3][N:4]([C:15](=[O:16])[O:17][C:18]([CH3:19])([CH3:20])[CH3:21])[CH2:5][CH2:6][CH:7]1[c:8]1[cH:9][cH:10][c:11]([O:14][CH2:24][CH:23]=[CH2:22])[cH:12][cH:13]1. The product is NCC(O)COc1ccc2c(c1)sc1ncnc(Nc3ccc(OCc4cccc(F)c4)c(Cl)c3)c12. The reactants are CCO, O=C1c2ccccc2C(=O)N1CC(O)COc1ccc2c(c1)sc1ncnc(Nc3ccc(OCc4cccc(F)c4)c(Cl)c3)c12. As a reaction SMILES: [CH3:47][CH2:48][OH:49].[Cl:1][c:2]1[cH:3][c:4]([NH:17][c:18]2[c:19]3[c:20]([n:21][cH:22][n:23]2)[s:24][c:25]2[c:26]3[cH:27][cH:28][c:29]([O:31][CH2:32][CH:33]([CH2:34][N:35]3[C:36](=[O:37])[c:38]4[c:39]([cH:40][cH:41][cH:42][cH:43]4)[C:44]3=[O:45])[OH:46])[cH:30]2)[cH:5][cH:6][c:7]1[O:8][CH2:9][c:10]1[cH:11][c:12]([F:16])[cH:13][cH:14][cH:15]1>>[Cl:1][c:2]1[cH:3][c:4]([NH:17][c:18]2[c:19]3[c:20]([n:21][cH:22][n:23]2)[s:24][c:25]2[c:26]3[cH:27][cH:28][c:29]([O:31][CH2:32][CH:33]([CH2:34][NH2:35])[OH:46])[cH:30]2)[cH:5][cH:6][c:7]1[O:8][CH2:9][c:10]1[cH:11][c:12]([F:16])[cH:13][cH:14][cH:15]1. Starting materials: [Cl-].[NH4+] (ammonium chloride), C[C@@H]1CN(C[C@@H](N1)C)S(=O)(=O)N ((3R,5S)-3,5-dimethylpiperazine-1-sulfonamide), FC1=C(C=CC=C1F)CSC1=NC(=CC(=N1)NS(=O)(=O)N1C[C@H](N[C@H](C1)C)C)O[C@@H](CO)C (N-[2-[[(2,3-Difluorophenyl)methyl]thio]-6-[(1R)-2-hydroxy-1-methylethoxy]-4-pyrimidinyl]-(3R,5S)-3,5-dimethylpiperazine-1-sulfonamide), C1(CCCCC1)P(C1=C(C=CC=C1)C1=C(C=C(C=C1C(C)C)C(C)C)C(C)C)C1CCCCC1 (2-dicyclohexylphosphino-2′,4′,6′-tri-isopropyl-1,1′-biphenyl), C([O-])([O-])=O.[Cs+].[Cs+] (cesium carbonate), ClC1=NC(=NC(=C1)OC)SCC1=C(C(=CC=C1)F)F (4-chloro-2-[[(2,3-difluorophenyl)methyl]thio]-6-methoxypyrimidine), ClC1=NC(=NC(=C1)OC)SCC1=C(C(=CC=C1)F)F (4-Chloro-2-[[(2,3-difluorophenyl)methyl]thio]-6-methoxypyrimidine). Reagents/catalysts: C=1C=CC(=CC1)/C=C/C(=O)/C=C/C2=CC=CC=C2.C=1C=CC(=CC1)/C=C/C(=O)/C=C/C2=CC=CC=C2.C=1C=CC(=CC1)/C=C/C(=O)/C=C/C2=CC=CC=C2.[Pd].[Pd] (tris(dibenzylideneacetone)-dipalladium (0)). Solvent: CCOC(=O)C (EtOAc), O (H2O), O1CCOCC1 (dioxane). Reaction conditions: temperature 100 celsius. Yields the product FC1=C(CSC2=NC(=CC(=N2)NS(=O)(=O)N2C[C@H](N[C@H](C2)C)C)OC)C=CC=C1F ((3R,5S)—N-(2-[(2,3-Difluorobenzyl)thio]-6-methoxypyrimidin-4-yl}-3,5-dimethylpiperazine-1-sulfonamide). RXN SMILES: C[C@H]1N[C@@H](C)CN(S(N)(=O)=O)C1.[F:13][C:14]1[C:19]([F:20])=[CH:18][CH:17]=[CH:16][C:15]=1[CH2:21][S:22][C:23]1[N:28]=[C:27]([NH:29][S:30]([N:33]2[CH2:38][C@H:37]([CH3:39])[NH:36][C@H:35]([CH3:40])[CH2:34]2)(=[O:32])=[O:31])[CH:26]=[C:25]([O:41][C@H:42](C)CO)[N:24]=1.C1(P(C2CCCCC2)C2C=CC=CC=2C2C(C(C)C)=CC(C(C)C)=CC=2C(C)C)CCCCC1.C(=O)([O-])[O-].[Cs+].[Cs+].ClC1C=C(OC)N=C(SCC2C=CC=C(F)C=2F)N=1.[Cl-].[NH4+]>O1CCOCC1.C1C=CC(/C=C/C(/C=C/C2C=CC=CC=2)=O)=CC=1.C1C=CC(/C=C/C(/C=C/C2C=CC=CC=2)=O)=CC=1.C1C=CC(/C=C/C(/C=C/C2C=CC=CC=2)=O)=CC=1.[Pd].[Pd].O.CCOC(C)=O>[F:13][C:14]1[C:19]([F:20])=[CH:18][CH:17]=[CH:16][C:15]=1[CH2:21][S:22][C:23]1[N:28]=[C:27]([NH:29][S:30]([N:33]2[CH2:38][C@H:37]([CH3:39])[NH:36][C@H:35]([CH3:40])[CH2:34]2)(=[O:31])=[O:32])[CH:26]=[C:25]([O:41][CH3:42])[N:24]=1 |f:3.4.5,7.8,10.11.12.13.14|. Procedure details: A mixture of (3R,5S)-3,5-dimethylpiperazine-1-sulfonamide (the product of example 72, 0.26 g), tris(dibenzylideneacetone)-dipalladium (0) (61 mg), 2-dicyclohexylphosphino-2′,4′,6′-tri-isopropyl-1,1′-biphenyl (XPHOS) (32 mg), cesium carbonate (0.32 g) and 4-chloro-2-[[(2,3-difluorophenyl)methyl]thio]-6-methoxypyrimidine (the product of example 35 step i, 0.20 g) in anhydrous dioxane (8 ml) was heated at reflux in a microwave at 100° C., 300 W, open vessel with cooling for 15 min. Saturated aqueou... Procedure: At 0° C. to a solution of N-((5-chloropyridin-2-yl)(3-fluoro-5-(trifluoromethyl)phenyl)methylene)-4,5-dimethylthiazol-2-amine (848 mg, 2.05 mmol) in MeOH (10 mL) was added ZnCl2 (214 mg, 1.43 mmol), followed by the addition of TMSCN (830 μL, 6.19 mmol). The reaction was allowed to slowly warm up to room temperature and heated at 65° C. for 18 h. The reaction mixture was cooled down to room temperature and concentrated. The residue was diluted by addition of DCM. The solid was removed by filtrati... Reactants: ClC=1C=CC(=NC1)C(=NC=1SC(=C(N1)C)C)C1=CC(=CC(=C1)C(F)(F)F)F (N-((5-chloropyridin-2-yl)(3-fluoro-5-(trifluoromethyl)phenyl)methylene)-4,5-dimethylthiazol-2-amine), [Si](C)(C)(C)C#N (TMSCN). Product: ClC=1C=CC(=NC1)C(C#N)(C1=CC(=CC(=C1)C(F)(F)F)F)NC=1SC(=C(N1)C)C (2-(5-chloropyridin-2-yl)-2-(4,5-dimethylthiazol-2-ylamino)-2-(3-fluoro-5-(trifluoromethyl)phenyl)acetonitrile). As a reaction SMILES: [Cl:1][C:2]1[CH:3]=[CH:4][C:5]([C:8]([C:17]2[CH:22]=[C:21]([C:23]([F:26])([F:25])[F:24])[CH:20]=[C:19]([F:27])[CH:18]=2)=[N:9][C:10]2[S:11][C:12]([CH3:16])=[C:13]([CH3:15])[N:14]=2)=[N:6][CH:7]=1.[Si]([C:32]#[N:33])(C)(C)C>CO.[Cl-].[Cl-].[Zn+2]>[Cl:1][C:2]1[CH:3]=[CH:4][C:5]([C:8]([NH:9][C:10]2[S:11][C:12]([CH3:16])=[C:13]([CH3:15])[N:14]=2)([C:17]2[CH:22]=[C:21]([C:23]([F:25])([F:24])[F:26])[CH:20]=[C:19]([F:27])[CH:18]=2)[C:32]#[N:33])=[N:6][CH:7]=1 |f:3.4.5|. Run in CO (MeOH). Reagents/catalysts: [Cl-].[Cl-].[Zn+2] (ZnCl2). Starting materials: C=CC12CCc3cc(OC)ccc3C1CCC1(C)C(=O)CCC12, Cl, c1cc[nH+]cc1. RXN SMILES: [CH3:1][O:2][c:3]1[cH:4][c:5]2[c:18]([cH:19][cH:20]1)[CH:17]1[C:8]([CH:22]=[CH2:23])([CH2:7][CH2:6]2)[CH:9]2[CH2:10][CH2:11][C:12](=[O:21])[C:13]2([CH3:14])[CH2:15][CH2:16]1.[ClH:24].[nH+:25]1[cH:26][cH:27][cH:28][cH:29][cH:30]1>>[OH:2][c:3]1[cH:4][c:5]2[c:18]([cH:19][cH:20]1)[CH:17]1[C:8]([CH:22]=[CH2:23])([CH2:7][CH2:6]2)[CH:9]2[CH2:10][CH2:11][C:12](=[O:21])[C:13]2([CH3:14])[CH2:15][CH2:16]1. Yields the product C=CC12CCc3cc(O)ccc3C1CCC1(C)C(=O)CCC12. The reactants are [I-].C(C1=CC=CC=C1)[N+]1=CC(=CC=C1)C(=O)N (1-benzylpyridinium-3-carboxamide iodide), C([O-])([O-])=O.[Na+].[Na+] (sodium carbonate), S(=O)([O-])S(=O)[O-].[Na+].[Na+] (sodium dithionite). Run in O (H2O). Product: C(C1=CC=CC=C1)NC(C1=CNC=CC1)=O (N-benzyl-1,4-dihydronicotinamide). The yield is 72.5%. RXN SMILES: [I-].[CH2:2]([N+:9]1[CH:14]=[CH:13][CH:12]=[C:11]([C:15]([NH2:17])=O)[CH:10]=1)[C:3]1[CH:8]=[CH:7][CH:6]=[CH:5][CH:4]=1.C(=O)([O-])[O-:19].[Na+].[Na+].S(S([O-])=O)([O-])=O.[Na+].[Na+]>O>[CH2:2]([NH:9][C:10](=[O:19])[C:11]1[CH2:12][CH:13]=[CH:14][NH:17][CH:15]=1)[C:3]1[CH:4]=[CH:5][CH:6]=[CH:7][CH:8]=1 |f:0.1,2.3.4,5.6.7|. Procedure: To a solution of 1-benzylpyridinium-3-carboxamide iodide (1 g, 3.41 mmol) in H2O (15 mL) was added sodium carbonate (1.44 g, 13.64 mmol) and sodium dithionite (2.65 g, 12.96 mmol) at room temperature. The resulting solution was stirred under nitrogen in darkness for 15 mn. The reaction mixture was then extracted with dichloromethane. The combined organic phases were dried over Na2SO4, filtered and evaporated under reduced pressure at room temperature to afford N-benzyl-1,4-dihydronicotinamide (B... Starting materials: C[C@]12CC[C@](C[C@H]1C3=CC(=O)[C@@H]4[C@]5(CC[C@@H](C([C@@H]5CC[C@]4([C@@]3(CC2)C)C)(C)C)O[C@@H]6[C@@H]([C@H]([C@@H]([C@H](O6)C(=O)O)O)O)O[C@H]7[C@@H]([C@H]([C@@H]([C@H](O7)C(=O)O)O)O)O)C)(C)C(=O)O (glycyrrhetinic acid), C(CN)N (ethylenediamine), C1(CCCCC1)N=C=NC1CCCCC1 (dicyclohexyl carbodiimide), 4-N,N′-dimethylaminopyridine. Solvent: CN(C)C=O (N,N′-dimethylformamide). Reaction conditions: temperature 0 celsius, time 0.75 hour. Product: C[C@]12CC[C@](C[C@H]1C3=CC(=O)[C@@H]4[C@]5(CC[C@@H](C([C@@H]5CC[C@]4([C@@]3(CC2)C)C)(C)C)O[C@@H]6[C@@H]([C@H]([C@@H]([C@H](O6)C(=O)O)O)O)O[C@H]7[C@@H]([C@H]([C@@H]([C@H](O7)C(=O)O)O)O)O)C)(C)C(=O)O.C(CN)N (glycyrrhetinic acid ethylenediamine). Yield: 92.0%. RXN SMILES: [CH3:1][C@@:2]12[CH2:24][CH2:23][C@:22]3([CH3:25])[C:8](=[CH:9][C:10]([C@H:12]4[C@@:21]3([CH3:26])[CH2:20][CH2:19][C@@H:18]3[C@:13]4([CH3:54])[CH2:14][CH2:15][C@H:16]([O:29][C@H:30]4[O:35][C@H:34]([C:36]([OH:38])=[O:37])[C@@H:33]([OH:39])[C@H:32]([OH:40])[C@H:31]4[O:41][C@@H:42]4[O:47][C@H:46]([C:48]([OH:50])=[O:49])[C@@H:45]([OH:51])[C@H:44]([OH:52])[C@H:43]4[OH:53])[C:17]3([CH3:28])[CH3:27])=[O:11])[C@@H:7]1[CH2:6][C@:5]([C:56]([OH:58])=[O:57])([CH3:55])[CH2:4][CH2:3]2.[CH2:59]([NH2:62])[CH2:60][NH2:61].C1(N=C=NC2CCCCC2)CCCCC1>CN(C=O)C>[CH3:1][C@@:2]12[CH2:24][CH2:23][C@:22]3([CH3:25])[C:8](=[CH:9][C:10]([C@H:12]4[C@@:21]3([CH3:26])[CH2:20][CH2:19][C@@H:18]3[C@:13]4([CH3:54])[CH2:14][CH2:15][C@H:16]([O:29][C@H:30]4[O:35][C@H:34]([C:36]([OH:38])=[O:37])[C@@H:33]([OH:39])[C@H:32]([OH:40])[C@H:31]4[O:41][C@@H:42]4[O:47][C@H:46]([C:48]([OH:50])=[O:49])[C@@H:45]([OH:51])[C@H:44]([OH:52])[C@H:43]4[OH:53])[C:17]3([CH3:27])[CH3:28])=[O:11])[C@@H:7]1[CH2:6][C@:5]([C:56]([OH:58])=[O:57])([CH3:55])[CH2:4][CH2:3]2.[CH2:59]([NH2:62])[CH2:60][NH2:61] |f:4.5|. Procedure: To N,N′-dimethylformamide (10 mL) were added glycyrrhetinic acid (1.0 mmol, 0.474 g) and ethylenediamine (30.0 mmol, 1.8 g, 2.0 mL). To the obtained solution were added dicyclohexyl carbodiimide (1.2 mmol, 0.247 g) and 4-N,N′-dimethylaminopyridine (catalytic amount) at 0° C. The mixture was stirred for 0.5-1 hour at 0° C. and then refluxed for further 12-48 hours. The resultant solution was filtered. To the filtrate was dropwise added diethyl ether. The precipitate was recovered and dried under ... Reactants: CCOC(C)=O, CC(=O)O, CCCCC, [Cl-], Cl[Cu], ClCCl, Nc1ccc(F)cc1OCCc1cccc2ccccc12, [Li+], CC(C)(C)ON=O, O=S=O, C1COCCO1. The product is O=S(=O)(Cl)c1ccc(F)cc1OCCc1cccc2ccccc12. As a reaction SMILES: [CH3:36][CH2:37][O:38][C:39]([CH3:40])=[O:41].[CH3:42][C:43](=[O:44])[OH:45].[CH3:52][CH2:53][CH2:54][CH2:55][CH3:56].[Cl-:29].[Cl:34][Cu:35].[Cl:57][CH2:58][Cl:59].[F:1][c:2]1[cH:3][c:4]([O:9][CH2:10][CH2:11][c:12]2[cH:13][cH:14][cH:15][c:16]3[cH:17][cH:18][cH:19][cH:20][c:21]23)[c:5]([NH2:8])[cH:6][cH:7]1.[Li+:30].[N:22]([O:23][C:24]([CH3:25])([CH3:26])[CH3:27])=[O:28].[O:31]=[S:32]=[O:33].[O:46]1[CH2:47][CH2:48][O:49][CH2:50][CH2:51]1>>[F:1][c:2]1[cH:3][c:4]([O:9][CH2:10][CH2:11][c:12]2[cH:13][cH:14][cH:15][c:16]3[cH:17][cH:18][cH:19][cH:20][c:21]23)[c:5]([S:32]([Cl:29])(=[O:31])=[O:33])[cH:6][cH:7]1. Reactants: F[C@H](CC(=O)OC)CCCCCC (methyl (S)-3-fluorononanoate), [H-].[Al+3].[Li+].[H-].[H-].[H-] (lithium aluminum hydride), resultant mixture, Cl (hydrochloric acid), S(=O)(=O)([O-])[O-].[Na+].[Na+] (sodium sulfate), ice. Solvent: O1CCCC1 (THF), O1CCCC1 (tetrahydrofuran). Run at time 2 hour. Yields the product F[C@H](CCO)CCCCCC ((S)-3-fluorononanol). Yield: 79.2%. RXN SMILES: [H-].[Al+3].[Li+].[H-].[H-].[H-].[F:7][C@@H:8]([CH2:14][CH2:15][CH2:16][CH2:17][CH2:18][CH3:19])[CH2:9][C:10](OC)=[O:11].S([O-])([O-])(=O)=O.[Na+].[Na+].Cl>O1CCCC1>[F:7][C@@H:8]([CH2:14][CH2:15][CH2:16][CH2:17][CH2:18][CH3:19])[CH2:9][CH2:10][OH:11] |f:0.1.2.3.4.5,7.8.9|. Procedure details: Under nitrogen atmosphere, 1 ml of dry tetrahydrofuran (THF) and 88 mg (2.3 mM) of lithium aluminum hydride were placed in a two-necked round-bottomed flask and cooled on an ice path. To the mixture, a solution of 400 mg (2.1 mM) of methyl (S)-3-fluorononanoate in 1 ml of dry THF was added dropwise. The ice bath was removed and the resultant mixture was stirred for 2 hours at room temperature. After the reaction, the reaction vessel (flask) was cooled on an ice bath. To the resultant reaction mi... The solvent is CN(C=O)C (dimethyl formamide). Yields the product N=C1C(C(C(=O)C2=CC=CC=C2)=CC=C1NC(SC)=NC(=O)OC)CC1=C(C=CC=C1)[N+](=O)[O-] (3-imino-(o-nitrophenyl)methyl-4-(3-carbomethoxy-S-methylisothioureido)benzophenone). Reported procedure: To a mixture of 3-imino-(o-nitrophenyl)methyl-4-(3-carbomethoxythioureido)benzophenone (4.62 g.; 0.01 mol) in dimethyl formamide (40 ml.) there is added 57% sodium hydride (0.42 g.; 0.01 mol) (oil dispersion). The mixture is stirred at room temperature for one hour and to it there is added dimethyl sulfite (1.1 g.; 0.01 mol). The mixture is stirred at room temperature for 11/2 hours and is poured into an excess of water. The suspension formed is vacuum filtered and the filter caked dried to affo... As a reaction SMILES: [NH:1]=[C:2]1[C:15]([NH:16][C:17]([NH:19][C:20]([O:22][CH3:23])=[O:21])=[S:18])=[CH:14][CH:13]=[C:4]([C:5]([C:7]2[CH:12]=[CH:11][CH:10]=[CH:9][CH:8]=2)=[O:6])[CH:3]1[CH2:24][C:25]1[CH:30]=[CH:29][CH:28]=[CH:27][C:26]=1[N+:31]([O-:33])=[O:32].[H-].[Na+].S(OC)(O[CH3:39])=O.O>CN(C)C=O>[NH:1]=[C:2]1[C:15]([NH:16][C:17](=[N:19][C:20]([O:22][CH3:23])=[O:21])[S:18][CH3:39])=[CH:14][CH:13]=[C:4]([C:5]([C:7]2[CH:12]=[CH:11][CH:10]=[CH:9][CH:8]=2)=[O:6])[CH:3]1[CH2:24][C:25]1[CH:30]=[CH:29][CH:28]=[CH:27][C:26]=1[N+:31]([O-:33])=[O:32] |f:1.2|. The reactants are O (water), N=C1C(C(C(=O)C2=CC=CC=C2)=CC=C1NC(=S)NC(=O)OC)CC1=C(C=CC=C1)[N+](=O)[O-] (3-imino-(o-nitrophenyl)methyl-4-(3-carbomethoxythioureido)benzophenone), S(=O)(OC)OC (dimethyl sulfite), [H-].[Na+] (sodium hydride). Conditions: time 1 hour.